This data is from the Open Reaction Database (ORD), a public repository of structured organic reaction records. The task is: describe an organic reaction: reactants, conditions, products, and yield The reactants are [Al+3], CCCC1CCC(C(=O)O)CC1, Cl, [H-], [H-], [H-], [H-], [Li+], O. Product: CCCC1CCC(CO)CC1. RXN SMILES: [Al+3:14].[CH2:1]([CH2:2][CH3:3])[CH:4]1[CH2:5][CH2:6][CH:7]([C:10](=[O:11])[OH:12])[CH2:8][CH2:9]1.[ClH:19].[H-:13].[H-:16].[H-:17].[H-:18].[Li+:15].[OH2:20]>>[CH2:1]([CH2:2][CH3:3])[CH:4]1[CH2:5][CH2:6][CH:7]([CH2:10][OH:11])[CH2:8][CH2:9]1. Starting materials: CC(C)(C)OC(=O)NC1(c2ccc(C(=O)O)cc2)CCC1, CC(=O)O, CO, ClCCl, C[Si](C)(C)C=[N+]=[N-]. Product: COC(=O)c1ccc(C2(NC(=O)OC(C)(C)C)CCC2)cc1. Reaction SMILES: [C:1]([CH3:2])([CH3:3])([CH3:4])[O:5][C:6](=[O:7])[NH:8][C:9]1([c:13]2[cH:14][cH:15][c:16]([C:17](=[O:18])[OH:19])[cH:20][cH:21]2)[CH2:10][CH2:11][CH2:12]1.[CH3:29][C:30](=[O:31])[OH:32].[CH3:36][OH:37].[Cl:33][CH2:34][Cl:35].[N+:22](=[CH:24][Si:23]([CH3:25])([CH3:26])[CH3:27])=[N-:28]>>[C:1]([CH3:2])([CH3:3])([CH3:4])[O:5][C:6](=[O:7])[NH:8][C:9]1([c:13]2[cH:14][cH:15][c:16]([C:17](=[O:18])[O:19][CH3:24])[cH:20][cH:21]2)[CH2:10][CH2:11][CH2:12]1.